From a dataset of the Open Reaction Database (ORD), a public repository of structured organic reaction records. describe an organic reaction: reactants, conditions, products, and yield Starting materials: FC1=C(C=C(C=C1)F)C=CC(=O)N[C@@H](CC1=CC=C(C=C1)OC)C(=O)OC (Methyl N-[3-(2,5-Difluorophenyl)acryloyl]-O4-Methyl-L-Tyrosinate), [OH-].[Na+] (sodium hydroxide). Solvent: CO (methanol). Yields the product FC1=C(C=C(C=C1)F)C=CC(=O)N[C@@H](CC1=CC=C(C=C1)OC)C(=O)O (N-[3-(2,5-Difluorophenyl)acryloyl]-O4-Methyl-L-Tyrosine). Yield: 89.0%. As a reaction SMILES: [F:1][C:2]1[CH:7]=[CH:6][C:5]([F:8])=[CH:4][C:3]=1[CH:9]=[CH:10][C:11]([NH:13][C@H:14]([C:24]([O:26]C)=[O:25])[CH2:15][C:16]1[CH:21]=[CH:20][C:19]([O:22][CH3:23])=[CH:18][CH:17]=1)=[O:12].[OH-].[Na+]>CO>[F:1][C:2]1[CH:7]=[CH:6][C:5]([F:8])=[CH:4][C:3]=1[CH:9]=[CH:10][C:11]([NH:13][C@H:14]([C:24]([OH:26])=[O:25])[CH2:15][C:16]1[CH:17]=[CH:18][C:19]([O:22][CH3:23])=[CH:20][CH:21]=1)=[O:12] |f:1.2|. Procedure details: The same procedures as in Example 64 were carried out from the compound obtained in Example 48 (2.8 g), 1 mol/L of an aqueous sodium hydroxide solution (11 mL), and methanol (110 mL), to give the captioned compound (2.4 g, 89%) as crystals.